From a dataset of the Open Reaction Database (ORD), a public repository of structured organic reaction records. describe an organic reaction: reactants, conditions, products, and yield Starting materials: CCOC(=O)CC(=O)OCC, CC(=O)OC(C)=O, CCOC(O)O, O=C(Cl)c1ccc(F)c(Cl)c1F, CCOC(=O)C(C(=O)OCC)C(=O)c1ccc(F)c(Cl)c1F, CCOC(=O)CC(=O)c1ccc(F)c(Cl)c1F, [Pb]. Yields the product CCOC=C(C(=O)OCC)C(=O)c1ccc(F)c(Cl)c1F. As a reaction SMILES: [C:13]([O:14][CH2:15][CH3:16])(=[O:17])[CH2:18][C:19]([O:20][CH2:21][CH3:22])=[O:23].[C:64]([O:65][C:66](=[O:67])[CH3:68])(=[O:69])[CH3:70].[CH:71]([OH:72])([OH:73])[O:74][CH2:75][CH3:76].[Cl:1][c:2]1[c:3]([F:4])[c:5]([C:10]([Cl:11])=[O:12])[cH:6][cH:7][c:8]1[F:9].[Cl:24][c:25]1[c:26]([F:45])[c:27]([C:28](=[O:29])[CH:30]([C:31](=[O:32])[O:33][CH2:34][CH3:35])[C:36](=[O:37])[O:38][CH2:39][CH3:40])[cH:41][cH:42][c:43]1[F:44].[Cl:47][c:48]1[c:49]([F:50])[c:51]([C:56]([CH2:57][C:58]([O:59][CH2:60][CH3:61])=[O:62])=[O:63])[cH:52][cH:53][c:54]1[F:55].[Pb:46]>>[Cl:24][c:25]1[c:26]([F:45])[c:27]([C:28](=[O:29])[C:30]([C:31](=[O:32])[O:33][CH2:34][CH3:35])=[CH:36][O:38][CH2:39][CH3:40])[cH:41][cH:42][c:43]1[F:44]. Starting materials: NC1N(C(C=2C(=N1)N=CC2CN)=O)COC(C)C (2-amino-5-aminomethyl-3-isopropyloxymethylpyrrolo[2,3-d]pyrimidin-4-one), C1(CCCC1)=O (cyclopentanone), C(C)(=O)O (acetic acid), [BH4-].[Na+] (sodium borohydride). The solvent is CO (methanol). Run at time 30 minute. The product is NC1N(C(C=2C(=N1)N=CC2CNC2CCCC2)=O)COC(C)C (2-amino-5-cyclopentylaminomethyl-3-isopropyloxymethylpyrrolo[2,3-d]pyrimidin-4-one). Isolated yield 68.3%. As a reaction SMILES: [NH2:1][CH:2]1[N:7]=[C:6]2[N:8]=[CH:9][C:10]([CH2:11][NH2:12])=[C:5]2[C:4](=[O:13])[N:3]1[CH2:14][O:15][CH:16]([CH3:18])[CH3:17].[C:19]1(=O)[CH2:23][CH2:22][CH2:21][CH2:20]1.[BH4-].[Na+].C(O)(=O)C>CO>[NH2:1][CH:2]1[N:7]=[C:6]2[N:8]=[CH:9][C:10]([CH2:11][NH:12][CH:19]3[CH2:23][CH2:22][CH2:21][CH2:20]3)=[C:5]2[C:4](=[O:13])[N:3]1[CH2:14][O:15][CH:16]([CH3:18])[CH3:17] |f:2.3|. Reported procedure: In 10 ml of dry methanol were dissolved 251 mg of 2-amino-5-aminomethyl-3-isopropyloxymethylpyrrolo[2,3-d]pyrimidin-4-one and 252 mg of cyclopentanone and the mixture was allowed to stand under stirring at room temperature for 30 min. The mixture was then cooled to 0° C. and treated with 38 mg of sodium borohydride for 2 hrs. The excess reagent was decomposed with acetic acid, the solvent was distilled off under reduced pressure and the residue was purified by silica gel column chromatography to... The reactants are Cl.NCCC1=CNC2=CC=C(C=C12)O (3-(2-amino-ethyl)-1H-indol-5-ol hydrochloride), C=O (paraformaldehyde), C(C)(=O)O (acetic acid). Solvent: C(C)O (ethanol). The product is Cl.C1NCCC=2C3=CC(=CC=C3NC12)O (2,3,4,9-tetrahydro-1H-β-carbolin-6-ol hydrochloride). Reaction SMILES: [ClH:1].[NH2:2][CH2:3][CH2:4][C:5]1[C:13]2[C:8](=[CH:9][CH:10]=[C:11]([OH:14])[CH:12]=2)[NH:7][CH:6]=1.C=O.[C:17](O)(=O)C>C(O)C>[ClH:1].[CH2:17]1[C:6]2[NH:7][C:8]3[C:13](=[CH:12][C:11]([OH:14])=[CH:10][CH:9]=3)[C:5]=2[CH2:4][CH2:3][NH:2]1 |f:0.1,5.6|. Procedure: To a solution of 3-(2-amino-ethyl)-1H-indol-5-ol hydrochloride (10.0 g) in 450 mL of absolute ethanol was added 1.6 g of paraformaldehyde and 5.4 mL of glacial acetic acid. The mixture was heated to reflux for 1.5 h then allowed to cool to rt. The white precipitate so formed was collected by filtration and dried under vacuum to yield 5.9 g of 2,3,4,9-tetrahydro-1H-β-carbolin-6-ol hydrochloride. Starting materials: CCOc1ccc(C=O)c(F)c1F, NOS(=O)(=O)O, O. Yields the product CCOc1ccc(C#N)c(F)c1F. Reaction SMILES: [CH2:7]([CH3:8])[O:9][c:10]1[c:11]([F:19])[c:12]([F:18])[c:13]([CH:14]=[O:15])[cH:16][cH:17]1.[NH2:1][O:2][S:3]([OH:4])(=[O:5])=[O:6].[OH2:20]>>[N:1]#[C:14][c:13]1[c:12]([F:18])[c:11]([F:19])[c:10]([O:9][CH2:7][CH3:8])[cH:17][cH:16]1.